Dataset: the Open Reaction Database (ORD), a public repository of structured organic reaction records. Task: describe an organic reaction: reactants, conditions, products, and yield The reactants are C(C)(C)(C)OC(=O)N1CCC(CC1)OC1=C(C(=O)NC2=C(C(=O)NC3=NC=C(C=C3)Cl)C=CC=C2)C=CC(=C1)C(C)(C)C (2-[2-(1-tert-butoxycarbonylpiperidin-4-yloxy)-4-(tert-butyl)benzoylamino]-N-(5-chloropyridin-2-yl)benzamide). Run in Cl (HCl), O1CCOCC1 (dioxane). Run at time 1 hour. The product is ClC=1C=CC(=NC1)NC(C1=CC=CC=C1)=O (N-(5-chloropyridin-2-yl)benzamide). The yield is 219.9%. Reaction SMILES: C(OC(N1CCC(OC2C=C(C(C)(C)C)C=CC=2C(N[C:20]2[CH:35]=[CH:34][CH:33]=[CH:32][C:21]=2[C:22]([NH:24][C:25]2[CH:30]=[CH:29][C:28]([Cl:31])=[CH:27][N:26]=2)=[O:23])=O)CC1)=O)(C)(C)C>Cl.O1CCOCC1>[Cl:31][C:28]1[CH:29]=[CH:30][C:25]([NH:24][C:22](=[O:23])[C:21]2[CH:32]=[CH:33][CH:34]=[CH:35][CH:20]=2)=[N:26][CH:27]=1. Procedure details: The 2-[2-(1-tert-butoxycarbonylpiperidin-4-yloxy)-4-(tert-butyl)benzoylamino]-N-(5-chloropyridin-2-yl)benzamide (1.57 g, 2.58 mmol) was dissolved in 20 mL of a 4 N HCl in dioxane solution at room temperature, resulting in a modest evolution of gas. After 1 hour stirring at room temperature, the solvent and HCl gas were evaporated in vacuo, then the resulting white solid was resuspended in 75 mL 2:1 EtOAc:dichloromethane and evaporated a second time. The pasty white solid was dissolved in a solut...